From a dataset of the Open Reaction Database (ORD), a public repository of structured organic reaction records. describe an organic reaction: reactants, conditions, products, and yield Starting materials: BrC(C(=O)NC(NC=1SC2=C(C3=C(OCC2)C=C(C=C3)Br)N1)=O)(C)C (2-bromo-2-methyl-N-(8-bromo-4,5-dihydrothiazolo[4,5-d]benzo[b]oxepin-2-yl)carbamoylpropanamide), C([O-])([O-])=O (carbonate). The solvent is CN(C=O)C (N,N-Dimethylformamide). Conditions: temperature 60 celsius, time 2 hour. Yields the product BrC=1C=CC2=C(OCCC3=C2N=C(S3)N3C(NC(C3(C)C)=O)=O)C1 (1-(8-Bromo-4,5-dihydrothiazolo[4,5-d]benzo[b]oxepin-2-yl)-5,5-dimethylimidazolidin-2,4-dione). As a reaction SMILES: Br[C:2]([CH3:25])([CH3:24])[C:3]([NH:5][C:6](=[O:23])[NH:7][C:8]1[S:9][C:10]2[CH2:16][CH2:15][O:14][C:13]3[CH:17]=[C:18]([Br:21])[CH:19]=[CH:20][C:12]=3[C:11]=2[N:22]=1)=[O:4].C(=O)([O-])[O-]>CN(C)C=O>[Br:21][C:18]1[CH:19]=[CH:20][C:12]2[C:11]3[N:22]=[C:8]([N:7]4[C:2]([CH3:25])([CH3:24])[C:3](=[O:4])[NH:5][C:6]4=[O:23])[S:9][C:10]=3[CH2:16][CH2:15][O:14][C:13]=2[CH:17]=1. Procedure: A mixture of 1.002 g (2.048 mmol) of 2-bromo-2-methyl-N-(8-bromo-4,5-dihydrothiazolo[4,5-d]benzo[b]oxepin-2-yl)carbamoylpropanamide and 1.660 g (5.11 mmol) of ccesium carbonate in 100 ml of N,N-Dimethylformamide was stirred at 60° C. for 2 hours. The mixture was filtered, the filtrate concentrated in high vacuum, the residue partitioned between ethyl acetate and water. pH was adjusted to 5 by addition of 5% aq citric acid. The organic extracts were washed with water, brine, dried over MgSO4 and ...